Task: describe an organic reaction: reactants, conditions, products, and yield. Dataset: the Open Reaction Database (ORD), a public repository of structured organic reaction records The reactants are OC1=CC=C(C=C1)S(=O)(=O)C=1C=CN2C=CC=CC12 (1-(4-hydroxybenzenesulfonyl) indolizine), BrCCCBr (1,3-dibromo propane), C([O-])([O-])=O.[K+].[K+] (potassium carbonate), CN(C=O)C (N,N-dimethylformamide), ClCCl.C(C)OC(C)=O (dichloromethane ethylacetate). Conditions: temperature 100 celsius, time 50 minute. Yields the product BrCCCOC1=CC=C(C=C1)S(=O)(=O)C=1C(=CN2C=CC=CC12)C(C)C (1-[4-(3-bromopropoxy)benzenesulfonyl]2-isopropyl indolizine). Reaction SMILES: [OH:1][C:2]1[CH:7]=[CH:6][C:5]([S:8]([C:11]2[CH:12]=[CH:13][N:14]3[C:19]=2[CH:18]=[CH:17][CH:16]=[CH:15]3)(=[O:10])=[O:9])=[CH:4][CH:3]=1.[Br:20][CH2:21][CH2:22][CH2:23]Br.C(=O)([O-])[O-].[K+].[K+].CN(C)C=O.Cl[CH2:37]Cl.C(O[C:42](=O)[CH3:43])C>>[Br:20][CH2:21][CH2:22][CH2:23][O:1][C:2]1[CH:3]=[CH:4][C:5]([S:8]([C:11]2[C:12]([CH:42]([CH3:43])[CH3:37])=[CH:13][N:14]3[C:19]=2[CH:18]=[CH:17][CH:16]=[CH:15]3)(=[O:10])=[O:9])=[CH:6][CH:7]=1 |f:2.3.4,6.7|. Procedure: 3.15 g (0.01 mole) of 1-(4-hydroxybenzenesulfonyl) indolizine, 40.38 g (0.2 mole; 20.3 ml) of 1,3-dibromo propane, 1.66 g (0.012 mole) of potassium carbonate and 20 ml of N,N-dimethylformamide are mixed. The mixture is heated at 100° C. and the reaction is followed by thin layer chromatography (solvent: dichloromethane/ethylacetate 95/5). Reaction is allowed to proceed for 50 minutes, then the excess 1,3-dibromo propane is removed by evaporation under reduced pressure. The residue is taken up in... Reagents/catalysts: C1CCC2=NCCCN2CC1 (DBU 24), CS(=O)(=O)O[Pd]1(<-P(C2=CC=CC=C2)(C2=CC=CC=C2)C2=C(C3=C(P(C4=CC=CC=C4)C4=CC=CC=C4)C=CC4=C3C=CC=C4)C3=C(C=CC=C3)C=C2)<-NC2=C(C=CC=C2)C2=CC=CC=C21 (BINAP Pd G3 30). The product is c1ccc(P(c2ccccc2)c2cccnc2)cc1, Brc1cccnc1, c1ccc(Pc2ccccc2)cc1, c1ccc(-c2ccccc2)cc1 (biphenyl). Reaction conditions: time 22 hour. Procedure details: The Mosquito was used to combine the source plate solutions by multi-aspiration of 250 nL of each of the four reaction components and then to dose the resulting reaction mixture (1 uL) into a 1536-well plate Solvent: CS(C)=O (DMSO), CS(C)=O (DMSO), CS(C)=O (DMSO), CS(C)=O (DMSO). Reactants: Brc1cccnc1 (bromide 22), c1ccc(Pc2ccccc2)cc1 (phosphine S12). Reactants: FC1=C(C=CC=C1C1=CC=NC=C1)B(O)O (2-Fluoro-3-(pyridin-4-yl)benzeneboronic acid), BrC1=CN=C2N1N=CC(=N2)C(C)(C)O (2-(7-bromoimidazo[1,2-b][1,2,4]triazin-3-yl)propan-2-ol). Product: FC1=C(C=CC=C1C1=CC=NC=C1)C1=CN=C2N1N=CC(=N2)C(C)(C)O (2-{7-[2-Fluoro-3-(pyridin-4-yl)phenyl]imidazo[1,2-b][1,2,4]triazin-3-yl}propan-2-ol). As a reaction SMILES: [F:1][C:2]1[C:7]([C:8]2[CH:13]=[CH:12][N:11]=[CH:10][CH:9]=2)=[CH:6][CH:5]=[CH:4][C:3]=1B(O)O.Br[C:18]1[N:22]2[N:23]=[CH:24][C:25]([C:27]([OH:30])([CH3:29])[CH3:28])=[N:26][C:21]2=[N:20][CH:19]=1>>[F:1][C:2]1[C:7]([C:8]2[CH:13]=[CH:12][N:11]=[CH:10][CH:9]=2)=[CH:6][CH:5]=[CH:4][C:3]=1[C:18]1[N:22]2[N:23]=[CH:24][C:25]([C:27]([OH:30])([CH3:28])[CH3:29])=[N:26][C:21]2=[N:20][CH:19]=1. Procedure: 2-Fluoro-3-(pyridin-4-yl)benzeneboronic acid was coupled with 2-(7-bromoimidazo[1,2-b][1,2,4]triazin-3-yl)propan-2-ol in 70% yield by a similar procedure to that described in Example 3, step f, to afford the title compound as a yellow solid: mp 221-223° C. (CH2Cl2-EtOAc-MeOH); 1H NMR (400 MHz, DMSO-d6) δ 1.57 (6H, s), 5.79 (1H, s), 7.55 (1H, t, J 7.8 Hz), 7.66 (2H, m), 7.73 (1H, m), 8.15 (1H, m), 8.29 (1H, d, J 2.3 Hz), 8.71 (2H, m), 9.02 (1H, s); MS (ES+) m/z 350 [M+H]+. Anal. Found: C, 65.06; ... The reactants are Cl[C@@H]1CCC([C@@H]2CN(C[C@H]12)C(=O)Cl)(C1=CC=CC=C1)C1=CC=CC=C1 ((3aR, 7R,7aR)-7-chloro-2-chlorocarbonyl-4,4-diphenylperhydroisoindole), aqueous solution, Cl (hydrochloric acid). The solvent is O1CCCC1 (tetrahydrofuran). Run at temperature 80 celsius, time 9 hour. The product is Cl.Cl[C@@H]1CCC([C@@H]2CNC[C@H]12)(C1=CC=CC=C1)C1=CC=CC=C1 ((3aR, 7R,7aR)-7-chloro-4,4-diphenylperhydroisoindole hydrochloride). Yield: 188.1%. As a reaction SMILES: [Cl:1][C@H:2]1[C@@H:10]2[C@@H:6]([CH2:7][N:8](C(Cl)=O)[CH2:9]2)[C:5]([C:20]2[CH:25]=[CH:24][CH:23]=[CH:22][CH:21]=2)([C:14]2[CH:19]=[CH:18][CH:17]=[CH:16][CH:15]=2)[CH2:4][CH2:3]1.Cl>O1CCCC1>[ClH:1].[Cl:1][C@H:2]1[C@@H:10]2[C@@H:6]([CH2:7][NH:8][CH2:9]2)[C:5]([C:14]2[CH:19]=[CH:18][CH:17]=[CH:16][CH:15]=2)([C:20]2[CH:25]=[CH:24][CH:23]=[CH:22][CH:21]=2)[CH2:4][CH2:3]1 |f:3.4|. Procedure details: A solution of 0.4 g of (3aR, 7R,7aR)-7-chloro-2-chlorocarbonyl-4,4-diphenylperhydroisoindole in 6 cm3 of a 1N aqueous solution of hydrochloric acid and 14 cm3 of tetrahydrofuran is heated with stirring at 80° C. for 9 hours. The reaction mixture is concentrated to dryness under reduced pressure (2.7 kPa). 0.35 g of (3aR, 7R,7aR)-7-chloro-4,4-diphenylperhydroisoindole hydrochloride is obtained in the form of a white solid. Starting materials: CC(C(=O)OCC)C(=O)OCC (diethyl methylmalonate), [H-].[Na+] (NaH), C1CCOC1 (THF), [Br-] (bromide), O (water). Reaction conditions: temperature 0 celsius, time 10 minute. The product is diester, CCC(C(=O)OC)C(=O)OCC (diethyl methyl malonate). Reaction SMILES: [CH3:1][CH:2]([C:8]([O:10][CH2:11]C)=[O:9])[C:3]([O:5][CH2:6][CH3:7])=[O:4].[H-].[Na+].[Br-].O.[CH2:17]1COCC1>>[CH3:17][CH2:1][CH:2]([C:3]([O:5][CH2:6][CH3:7])=[O:4])[C:8]([O:10][CH3:11])=[O:9] |f:1.2|. Procedure details: To a solution of diethyl methylmalonate (5.19 g) in 100 mL of THF was added NaH (1.2 g, 60%) at 0° C. in portions. The mixture was stirred at 0° C. for 10 min, and to this solution was then added the bromide intermediate (3.84 g) in one portion. The mixture was warmed to 23° C. and stirred for 1 h before the addition of water. The resulting mixture was extracted with ethyl acetate, concentrated and purified by Biotage (5-10% ethyl acetate in hexane) to give the diester containing some diethyl me...